Dataset: the Open Reaction Database (ORD), a public repository of structured organic reaction records. Task: describe an organic reaction: reactants, conditions, products, and yield Reactants: CO, CC(C)(Cn1cnc2c(Cl)nc3ccccc3c21)OCCS(C)(=O)=O, N, [Na+], [Na+], O=C([O-])[O-], O. The product is CC(C)(Cn1cnc2c(N)nc3ccccc3c21)OCCS(C)(=O)=O. RXN SMILES: [CH3:33][OH:34].[Cl:1][c:2]1[n:3][c:4]2[cH:5][cH:6][cH:7][cH:8][c:9]2[c:10]2[c:11]1[n:12][cH:13][n:14]2[CH2:15][C:16]([CH3:17])([O:18][CH2:19][CH2:20][S:21](=[O:22])(=[O:23])[CH3:24])[CH3:25].[NH3:26].[Na+:27].[Na+:28].[O-:29][C:30](=[O:31])[O-:32].[OH2:35]>>[c:2]1([NH2:26])[n:3][c:4]2[cH:5][cH:6][cH:7][cH:8][c:9]2[c:10]2[c:11]1[n:12][cH:13][n:14]2[CH2:15][C:16]([CH3:17])([O:18][CH2:19][CH2:20][S:21](=[O:22])(=[O:23])[CH3:24])[CH3:25]. Starting materials: CC(C)=C (Isobutylene), 17.4, ClC1=C(OC=2C=C(CO)C(=CC2)[N+](=O)[O-])C=CC(=C1)C(F)(F)F (3-(2'-chloro-4'-trifluoromethylphenoxy)-6-nitrobenzyl alcohol), S(O)(O)(=O)=O (sulfuric acid). Solvent: ClCCCl (1,2-dichloroethane). The product is C(C)(C)(C)OCC1=CC(=CC=C1[N+](=O)[O-])OC1=C(C=C(C=C1)C(F)(F)F)Cl (3-(2'-chloro-4'-trifluoromethylphenoxy)-6-nitrobenzyl tert.-butyl ether). The yield is 89.0%. RXN SMILES: [CH3:1][C:2](=[CH2:4])[CH3:3].[Cl:5][C:6]1[CH:23]=[C:22]([C:24]([F:27])([F:26])[F:25])[CH:21]=[CH:20][C:7]=1[O:8][C:9]1[CH:10]=[C:11]([C:14]([N+:17]([O-:19])=[O:18])=[CH:15][CH:16]=1)[CH2:12][OH:13].S(=O)(=O)(O)O>ClCCCl>[C:2]([O:13][CH2:12][C:11]1[C:14]([N+:17]([O-:19])=[O:18])=[CH:15][CH:16]=[C:9]([O:8][C:7]2[CH:20]=[CH:21][C:22]([C:24]([F:25])([F:26])[F:27])=[CH:23][C:6]=2[Cl:5])[CH:10]=1)([CH3:3])([CH3:1])[CH3:4]. Procedure: Isobutylene gas was passed into a solution of 17.4 parts by weight of 3-(2'-chloro-4'-trifluoromethylphenoxy)-6-nitrobenzyl alcohol in 100 parts by volume of 1,2-dichloroethane and 0.5 parts by weight of sulfuric acid at 40° C. for two hours. The reaction mixture was then washed with dilute aqueous sodium bicarbonate solution and twice with water, and the organic phase was dried with magnesium sulfate, filtered and concentrated. 18 parts by weight (89% of theory) of 3-(2'-chloro-4'-trifluorometh... Starting materials: C([O-])([O-])=O.[Na+].[Na+] (sodium carbonate), aqueous solution, BrC1=C(C=CC=C1)CCCO (3-(2-bromo-phenyl)-propan-1-ol), BrC=1NC=2C=CC=C3C2C1CCNC3=O (2-Bromo-3,4,5,6-tetrahydro-azepino[5,4,3-cd]indol-6-one), B1(OC(C(O1)(C)C)(C)C)B2OC(C(O2)(C)C)(C)C (diboron pinacol ester), C(C)(=O)[O-].[K+] (potassium acetate). Reagents/catalysts: C1=CC=C(C=C1)P([C-]2C=CC=C2)C3=CC=CC=C3.C1=CC=C(C=C1)P([C-]2C=CC=C2)C3=CC=CC=C3.Cl[Pd]Cl.[Fe+2] (1,1′-bis(diphenylphosphino)ferrocene dichloropalladium), C1=CC=C(C=C1)P([C-]2C=CC=C2)C3=CC=CC=C3.C1=CC=C(C=C1)P([C-]2C=CC=C2)C3=CC=CC=C3.Cl[Pd]Cl.[Fe+2] (1,1′-bis(diphenyl phosphino) ferrocene dichloropalladium). Yields the product OCCCC1=C(C=CC=C1)C=1NC=2C=CC=C3C2C1CCNC3=O (2-[2-(3-hydroxy-propyl)-phenyl]-1,3,4,5-tetrahydro-azepino[5,4,3-cd]indol-6-one). Reaction SMILES: Br[C:2]1[CH:7]=[CH:6][CH:5]=[CH:4][C:3]=1[CH2:8][CH2:9][CH2:10][OH:11].B1(B2OC(C)(C)C(C)(C)O2)OC(C)(C)C(C)(C)O1.C([O-])(=O)C.[K+].Br[C:36]1[NH:37][C:38]2[CH:39]=[CH:40][CH:41]=[C:42]3[C:48](=[O:49])[NH:47][CH2:46][CH2:45][C:44]=1[C:43]=23.C(=O)([O-])[O-].[Na+].[Na+]>C1C=CC(P(C2C=CC=CC=2)[C-]2C=CC=C2)=CC=1.C1C=CC(P(C2C=CC=CC=2)[C-]2C=CC=C2)=CC=1.Cl[Pd]Cl.[Fe+2]>[OH:11][CH2:10][CH2:9][CH2:8][C:3]1[CH:4]=[CH:5][CH:6]=[CH:7][C:2]=1[C:36]1[NH:37][C:38]2[CH:39]=[CH:40][CH:41]=[C:42]3[C:48](=[O:49])[NH:47][CH2:46][CH2:45][C:44]=1[C:43]=23 |f:2.3,5.6.7,8.9.10.11|. Reported procedure: In a manner similar to that described for Example YY, 3-(2-bromo-phenyl)-propan-1-ol (215 mg, 1.00 mmol), diboron pinacol ester (279 mg, 1.10 mmol), 1,1′-bis(diphenyl phosphino) ferrocene dichloropalladium (24 mg, 0.03 mmol), and potassium acetate (294 mg, 3.00 mmol), 2-Bromo-3,4,5,6-tetrahydro-azepino[5,4,3-cd]indol-6-one (239 mg, 0.90 mmol), a second portion of 1,1′-bis(diphenylphosphino)ferrocene dichloropalladium (24 mg, 0.03 mmol), and sodium carbonate (2.5 mL of a 2.0 M aqueous solution, 5... Reactants: CC(C)CC(CN1CCN(C(c2ccc(F)cc2)c2ccc(F)cc2)CC1)NC(=O)OC(C)(C)C, CCOC(C)=O, CC(C)CC(C)(C)C, ClCCl, Cl, O=C(O)C(F)(F)F. Product: Cl, CC(C)CC(N)CN1CCN(C(c2ccc(F)cc2)c2ccc(F)cc2)CC1. As a reaction SMILES: [C:1]([O:2][C:3](=[O:4])[NH:7][CH:8]([CH2:9][CH:10]([CH3:11])[CH3:12])[CH2:13][N:14]1[CH2:15][CH2:16][N:17]([CH:20]([c:21]2[cH:22][cH:23][c:24]([F:27])[cH:25][cH:26]2)[c:28]2[cH:29][cH:30][c:31]([F:34])[cH:32][cH:33]2)[CH2:18][CH2:19]1)([CH3:5])([CH3:6])[CH3:35].[CH3:44][CH2:45][O:46][C:47]([CH3:48])=[O:49].[CH3:50][CH:51]([CH2:52][C:53]([CH3:54])([CH3:55])[CH3:56])[CH3:57].[Cl:58][CH2:59][Cl:60].[ClH:43].[OH:36][C:37]([C:38]([F:39])([F:40])[F:41])=[O:42]>>[ClH:43].[NH2:7][CH:8]([CH2:9][CH:10]([CH3:11])[CH3:12])[CH2:13][N:14]1[CH2:15][CH2:16][N:17]([CH:20]([c:21]2[cH:22][cH:23][c:24]([F:27])[cH:25][cH:26]2)[c:28]2[cH:29][cH:30][c:31]([F:34])[cH:32][cH:33]2)[CH2:18][CH2:19]1. RXN SMILES: [Cl:1][c:2]1[c:3]([Cl:14])[c:4]([N+:11](=[O:12])[O-:13])[cH:5][c:6]([N+:8](=[O:9])[O-:10])[cH:7]1.[O-:15][OH:16]>>[Cl:1][c:2]1[c:3]([Cl:14])[c:4]([N+:11](=[O:12])[O-:13])[cH:5][c:6]([N+:8](=[O:9])[O-:10])[c:7]1[OH:15]. Reactants: O=[N+]([O-])c1cc(Cl)c(Cl)c([N+](=O)[O-])c1, [O-]O. Product: O=[N+]([O-])c1cc([N+](=O)[O-])c(Cl)c(Cl)c1O.